From a dataset of the Open Reaction Database (ORD), a public repository of structured organic reaction records. describe an organic reaction: reactants, conditions, products, and yield The reactants are C(CC(O)(C(=O)O)CC(=O)O)(=O)O (citric acid), IC1=CC=C(C=C1)O (4-iodophenol), C(CCC)N(CCCC)CCCC (tributylamine), C(C1=CC=CC=C1)(=O)NC1=C(C(=O)OC(C)(C)C)C=CC(=C1)C=C (tert-butyl 2-(benzamido)-4-vinylbenzoate). Reagents/catalysts: C(C)(=O)[O-].[Pd+2].C(C)(=O)[O-] (palladium acetate). The solvent is C(C)(=O)OCC (ethyl acetate), CN(C(C)=O)C (N,N-dimethylacetamide). Conditions: temperature 110 celsius, time 6 hour. The product is C(C1=CC=CC=C1)(=O)NC1=C(C(=O)OC(C)(C)C)C=CC(=C1)\C=C\C1=CC=C(C=C1)O (tert-butyl 2-(benzamido)-4-((E)-2-(4-hydroxyphenyl)vinyl)benzoate). Isolated yield 64.9%. Reaction SMILES: I[C:2]1[CH:7]=[CH:6][C:5]([OH:8])=[CH:4][CH:3]=1.C(N(CCCC)CCCC)CCC.[C:22]([NH:30][C:31]1[CH:43]=[C:42]([CH:44]=[CH2:45])[CH:41]=[CH:40][C:32]=1[C:33]([O:35][C:36]([CH3:39])([CH3:38])[CH3:37])=[O:34])(=[O:29])[C:23]1[CH:28]=[CH:27][CH:26]=[CH:25][CH:24]=1.C(O)(=O)CC(CC(O)=O)(C(O)=O)O>C([O-])(=O)C.[Pd+2].C([O-])(=O)C.C(OCC)(=O)C.CN(C)C(=O)C>[C:22]([NH:30][C:31]1[CH:43]=[C:42](/[CH:44]=[CH:45]/[C:2]2[CH:7]=[CH:6][C:5]([OH:8])=[CH:4][CH:3]=2)[CH:41]=[CH:40][C:32]=1[C:33]([O:35][C:36]([CH3:38])([CH3:39])[CH3:37])=[O:34])(=[O:29])[C:23]1[CH:24]=[CH:25][CH:26]=[CH:27][CH:28]=1 |f:4.5.6|. Procedure: 0.12 g of 4-iodophenol, 0.18 mL of tributylamine and 4.2 mg of palladium acetate were added do 2.4 mL of N,N-dimethylacetamide solution containing 0.12 g of tert-butyl 2-(benzamido)-4-vinylbenzoate sequentially at room temperature and stirred under nitrogen atmosphere at 110° C. for 6 hours. After the reaction mixture was cooled to room temperature, 10% citric acid aqueous solution and ethyl acetate were added. The organic layer was separated and dried over anhydrous magnesium sulfate after wash... The reactants are O1C(CC2=CC=CC=C12)=O (coumaranone), C1(=CC=CC=C1)P(C1=CC=CC=C1)(C1=CC=CC=C1)=CC(=O)OC (methyl (triphenylphosphoranylidene)acetate). Run in CC=1C=CC(=CC1)C (p-xylene). Product: O1C=C(C2=C1C=CC=C2)CC(=O)OC (Methyl benzofuran-3-ylacetate). As a reaction SMILES: [O:1]1[C:9]2[C:4](=[CH:5][CH:6]=[CH:7][CH:8]=2)[CH2:3][C:2]1=O.C1(P(=[CH:30][C:31]([O:33][CH3:34])=[O:32])(C2C=CC=CC=2)C2C=CC=CC=2)C=CC=CC=1>CC1C=CC(C)=CC=1>[O:1]1[C:9]2[CH:8]=[CH:7][CH:6]=[CH:5][C:4]=2[C:3]([CH2:30][C:31]([O:33][CH3:34])=[O:32])=[CH:2]1. Reported procedure: A mixture of 0.4 mol of coumaranone and 0.48 mol of methyl (triphenylphosphoranylidene)acetate in 1 liter of p-xylene is maintained at reflux for 18 h. After cooling to room temperature, the solvent is evaporated off, the residue is taken up in 1 liter of ether, the precipitate is filtered off and washed with ether, the filtrate is concentrated and the expected product is obtained after chromatography on silica (eluent: CH2Cl2). The reactants are CC(C)(C)OC(=O)N1CCC(c2cccc(CO)c2)C(OCc2cc(OCc3ccccc3)c3ccccc3c2)C1, CCN(CC)S(F)(F)F, ClCCl. Product: CC(C)(C)OC(=O)N1CCC(c2cccc(CF)c2)C(OCc2cc(OCc3ccccc3)c3ccccc3c2)C1. Reaction SMILES: [CH2:10]([c:11]1[cH:12][cH:13][cH:14][cH:15][cH:16]1)[O:17][c:18]1[cH:19][c:20]([CH2:28][O:29][CH:30]2[CH2:31][N:32]([C:44](=[O:45])[O:46][C:47]([CH3:48])([CH3:49])[CH3:50])[CH2:33][CH2:34][CH:35]2[c:36]2[cH:37][c:38]([CH2:42][OH:43])[cH:39][cH:40][cH:41]2)[cH:21][c:22]2[cH:23][cH:24][cH:25][cH:26][c:27]12.[CH2:1]([N:2]([S:3]([F:4])([F:5])[F:7])[CH2:6][CH3:8])[CH3:9].[CH2:51]([Cl:52])[Cl:53]>>[F:7][CH2:42][c:38]1[cH:37][c:36]([CH:35]2[CH:30]([O:29][CH2:28][c:20]3[cH:19][c:18]([O:17][CH2:10][c:11]4[cH:12][cH:13][cH:14][cH:15][cH:16]4)[c:27]4[c:22]([cH:21]3)[cH:23][cH:24][cH:25][cH:26]4)[CH2:31][N:32]([C:44](=[O:45])[O:46][C:47]([CH3:48])([CH3:49])[CH3:50])[CH2:33][CH2:34]2)[cH:41][cH:40][cH:39]1. Starting materials: O=c1[nH]nc(Br)c2ccccc12, CC(C)(C)C1CCC(O)CC1, Cc1ccccc1, CCOC(C)=O, CCOC(=O)N=NC(=O)OCC, O, c1ccc(P(c2ccccc2)c2ccccc2)cc1. Product: CC(C)(C)C1CCC(n2nc(Br)c3ccccc3c2=O)CC1. Reaction SMILES: [Br:1][c:2]1[n:3][nH:4][c:5](=[O:12])[c:6]2[cH:7][cH:8][cH:9][cH:10][c:11]12.[C:13]([CH3:14])([CH3:15])([CH3:16])[CH:17]1[CH2:18][CH2:19][CH:20]([OH:23])[CH2:21][CH2:22]1.[CH3:55][c:56]1[cH:57][cH:58][cH:59][cH:60][cH:61]1.[CH3:62][CH2:63][O:64][C:65](=[O:66])[CH3:67].[O:43]=[C:44]([O:45][CH2:46][CH3:47])[N:48]=[N:49][C:50]([O:51][CH2:52][CH3:53])=[O:54].[OH2:68].[c:24]1([P:25]([c:26]2[cH:27][cH:28][cH:29][cH:30][cH:31]2)[c:32]2[cH:33][cH:34][cH:35][cH:36][cH:37]2)[cH:38][cH:39][cH:40][cH:41][cH:42]1>>[Br:1][c:2]1[n:3][n:4]([CH:20]2[CH2:19][CH2:18][CH:17]([C:13]([CH3:14])([CH3:15])[CH3:16])[CH2:22][CH2:21]2)[c:5](=[O:12])[c:6]2[cH:7][cH:8][cH:9][cH:10][c:11]12. The reactants are C(=O)O (formic acid), C(N)(OC(C)(C)C)=O (tert-butyl carbamate), C1(=CC=CC=C1)S(=O)[O-].[Na+] (sodium benzenesulphinate), FC(C=1C=C(C=CC1)C=O)(F)F (3-(trifluoromethyl)benzenecarbaldehyde). Run in CO.O (methanol water). Conditions: time 30 hour. The product is C1(=CC=CC=C1)S(=O)(=O)C(C1=CC(=CC=C1)C(F)(F)F)NC(OC(C)(C)C)=O (tert-Butyl {(phenylsulphonyl)[3-(trifluoromethyl)phenyl]methyl}carbamate). Reaction SMILES: [C:1](=[O:8])([O:3][C:4]([CH3:7])([CH3:6])[CH3:5])[NH2:2].[C:9]1([S:15]([O-:17])=[O:16])[CH:14]=[CH:13][CH:12]=[CH:11][CH:10]=1.[Na+].[F:19][C:20]([F:30])([F:29])[C:21]1[CH:22]=[C:23]([CH:27]=O)[CH:24]=[CH:25][CH:26]=1.C(O)=O>CO.O>[C:9]1([S:15]([CH:27]([NH:2][C:1](=[O:8])[O:3][C:4]([CH3:7])([CH3:6])[CH3:5])[C:23]2[CH:24]=[CH:25][CH:26]=[C:21]([C:20]([F:19])([F:29])[F:30])[CH:22]=2)(=[O:17])=[O:16])[CH:14]=[CH:13][CH:12]=[CH:11][CH:10]=1 |f:1.2,5.6|. Reported procedure: A quantity of 4.49 g (38.29 mmol) of tert-butyl carbamate and 12.57 g (76.57 mmol) of sodium benzenesulphinate were introduced in 110 ml of methanol/water 1:2 and admixed in succession with 10 g (57.43 mmol) of 3-(trifluoromethyl)benzenecarbaldehyde and 2.87 ml (76.09 mmol) of formic acid. The mixture was stirred at RT for 30 h. The precipitated product was isolated by filtration, washed in succession with water and diethyl ether and sucked dry. Further drying in an HV gave 11.2 g (47% of theory...